From a dataset of the Open Reaction Database (ORD), a public repository of structured organic reaction records. describe an organic reaction: reactants, conditions, products, and yield Starting materials: FC1=CC=C(C=C1)C1=CN2CCCC2=C1C (6-(4-fluorophenyl)-7-methyl-2,3-dihydro-1H-pyrrolizine), BrN1C(CCC1=O)=O (N-Bromosuccinimide), C(C)(C)OC(C)C.CCCCCC (diisopropyl ether hexane). Run in C1CCOC1 (THF). Yields the product BrC=1N2CCCC2=C(C1C1=CC=C(C=C1)F)C (5-Bromo-6-(4-fluorophenyl)-7-methyl-2,3-dihydro-1H-pyrrolizine). The yield is 62.2%. Reaction SMILES: [F:1][C:2]1[CH:7]=[CH:6][C:5]([C:8]2[C:15]([CH3:16])=[C:14]3[N:10]([CH2:11][CH2:12][CH2:13]3)[CH:9]=2)=[CH:4][CH:3]=1.[Br:17]N1C(=O)CCC1=O.C(OC(C)C)(C)C.CCCCCC>C1COCC1>[Br:17][C:9]1[N:10]2[C:14](=[C:15]([CH3:16])[C:8]=1[C:5]1[CH:6]=[CH:7][C:2]([F:1])=[CH:3][CH:4]=1)[CH2:13][CH2:12][CH2:11]2 |f:2.3|. Reported procedure: The solution of 6-(4-fluorophenyl)-7-methyl-2,3-dihydro-1H-pyrrolizine (9.0 g, 42 mmol) in abs. THF (50 ml) is cooled to −15° C. N-Bromosuccinimide (3.46 g, 19.4 mmol) is added in portions; the mixture is stirred until no more starting material is detectable (TLC SiO2, diisopropyl ether-hexane 2:1). The black-purple-coloured reaction mixture is chromatographed on a column (20 cm×3 cm) packed with Al2O3 (ICI, for dry packing). The column is subsequently washed with n-hexane (80 ml), and the filtr... Reactants: NC=1C=2C(N=C(C1C(=O)O)Cl)=NN(C2)CC2=CC=C(C=C2)OC (4-amino-6-chloro-2-(4-methoxyphenyl)methyl-2H-pyrazolo[3,4-b]pyridine-5-carboxylic acid), FC1=C(C(=C(C(=C1O)F)F)F)F (pentafluorophenol), C1CCC(CC1)N=C=NC2CCCCC2 (DCC). Run in CN(C)C=O (DMF), CCOC(=O)C (EtOAc). The product is FC1=C(C(=C(C(=C1OC(=O)C1=C(C=2C(N=C1Cl)=NN(C2)CC2=CC=C(C=C2)OC)N)F)F)F)F (4-Amino-6-chloro-2-(4-methoxyphenyl)methyl-2H-pyrazolo[3,4-b]pyridine-5-carboxylic acid pentafluorophenyl ester). Yield: 89.0%. Reaction SMILES: [NH2:1][C:2]1[C:3]2[C:4](=[N:12][N:13]([CH2:15][C:16]3[CH:21]=[CH:20][C:19]([O:22][CH3:23])=[CH:18][CH:17]=3)[CH:14]=2)[N:5]=[C:6]([Cl:11])[C:7]=1[C:8]([OH:10])=[O:9].[F:24][C:25]1[C:30](O)=[C:29]([F:32])[C:28]([F:33])=[C:27]([F:34])[C:26]=1[F:35].C1CCC(N=C=NC2CCCCC2)CC1>CN(C=O)C.CCOC(C)=O>[F:24][C:25]1[C:30]([O:9][C:8]([C:7]2[C:6]([Cl:11])=[N:5][C:4]3=[N:12][N:13]([CH2:15][C:16]4[CH:21]=[CH:20][C:19]([O:22][CH3:23])=[CH:18][CH:17]=4)[CH:14]=[C:3]3[C:2]=2[NH2:1])=[O:10])=[C:29]([F:32])[C:28]([F:33])=[C:27]([F:34])[C:26]=1[F:35]. Procedure: To a cold (0° C.) solution of 4-amino-6-chloro-2-(4-methoxyphenyl)methyl-2H-pyrazolo[3,4-b]pyridine-5-carboxylic acid (952 mg, 2.86 mmol) and pentafluorophenol (830 mg) in DMF was added a solution of DCC (620 mg, 3 mmol) in EtOAc (9 mL). After work up the crude product was purified by flash column (silica gel, EtOAc/hexane, 1:1) to give the desired product (1.27 g) as a white solid. LC: 4.64 (Gradient 1), MH+: 499. Reactants: C(C)(C)(C)OC(N[C@@H]1CCC2=C(NC1=O)C=CC=C2)=O (((R)-2-oxo-2,3,4,5-tetrahydro-1H-benzo[b]azepin-3-yl)-carbamic acid tert-butyl ester), ClN1C(CCC1=O)=O (N-Chlorosuccinimide). Run in C(C)(=O)OCC (ethyl acetate). Run at temperature 0 celsius, time 24 hour. Yields the product C(C)(C)(C)OC(N[C@H]1C(NC2=C(CC1)C=C(C=C2)Cl)=O)=O (((R)-7-chloro-2-oxo-2,3,4,5-tetrahydro-1H-1-benzazepin-3-yl)-carbamic acid tert-butyl Ester). Reaction SMILES: [C:1]([O:5][C:6](=[O:20])[NH:7][C@H:8]1[C:14](=[O:15])[NH:13][C:12]2[CH:16]=[CH:17][CH:18]=[CH:19][C:11]=2[CH2:10][CH2:9]1)([CH3:4])([CH3:3])[CH3:2].[Cl:21]N1C(=O)CCC1=O>C(OCC)(=O)C>[C:1]([O:5][C:6](=[O:20])[NH:7][C@@H:8]1[CH2:9][CH2:10][C:11]2[CH:19]=[C:18]([Cl:21])[CH:17]=[CH:16][C:12]=2[NH:13][C:14]1=[O:15])([CH3:4])([CH3:2])[CH3:3]. Procedure details: A round-bottom flask containing ((R)-2-oxo-2,3,4,5-tetrahydro-1H-benzo[b]azepin-3-yl)-carbamic acid tert-butyl ester (3.09 g, 11.2 mmol) was fitted with a stirbar and septa and flushed with nitrogen. N,N-Dimethylformamide (30 mL) was added, giving a solution that was cooled to 0° C. N-Chlorosuccinimide (2.20 g, 16.5 mmol) was then added, and stirring was continued for 24 hours. The reaction was then poured into ethyl acetate (200 mL) and washed with 1:1 H2O:saturated aqueous NaCl solution (2×100... The reactants are COC(=O)CCN(C(=O)c1cc(Cl)cc(OC)c1)C(C)C, Cl, [Na+], C1COCCO1, [OH-]. Product: COc1cc(Cl)cc(C(=O)N(CCC(=O)O)C(C)C)c1. Reaction SMILES: [CH3:3][O:4][C:5]([CH2:6][CH2:7][N:8]([CH:9]([CH3:10])[CH3:11])[C:12]([c:13]1[cH:14][c:15]([Cl:21])[cH:16][c:17]([O:19][CH3:20])[cH:18]1)=[O:22])=[O:23].[ClH:24].[Na+:2].[O:25]1[CH2:26][CH2:27][O:28][CH2:29][CH2:30]1.[OH-:1]>>[O:4]=[C:5]([CH2:6][CH2:7][N:8]([CH:9]([CH3:10])[CH3:11])[C:12]([c:13]1[cH:14][c:15]([Cl:21])[cH:16][c:17]([O:19][CH3:20])[cH:18]1)=[O:22])[OH:23]. Starting materials: BrBr (bromine), ClC=1C=C(C=CC1Cl)C1(CCCC1)C(C)=O (1-[1-(3,4-dichlorophenyl)cyclopentyl]ethanone), ice water. Solvent: ClCCl (dichloromethane), CO (methanol), ClCCl (dichloromethane). Conditions: time 2.5 hour. Product: BrCC(=O)C1(CCCC1)C1=CC(=C(C=C1)Cl)Cl (2-bromo-1-[1-(3,4-dichlorophenyl)cyclopentyl]ethanone). Reaction SMILES: [Br:1]Br.[Cl:3][C:4]1[CH:5]=[C:6]([C:11]2([C:16](=[O:18])[CH3:17])[CH2:15][CH2:14][CH2:13][CH2:12]2)[CH:7]=[CH:8][C:9]=1[Cl:10]>ClCCl.CO>[Br:1][CH2:17][C:16]([C:11]1([C:6]2[CH:7]=[CH:8][C:9]([Cl:10])=[C:4]([Cl:3])[CH:5]=2)[CH2:15][CH2:14][CH2:13][CH2:12]1)=[O:18]. Procedure details: A solution of bromine (6.1 ml) in dichloromethane (50 ml) was added dropwise over 3 hours at 10°-15° C. under nitrogen to a stirred solution of 1-[1-(3,4-dichlorophenyl)cyclopentyl]ethanone (31.9 g) in a mixture of methanol (60 ml) and dichloromethane (10 ml), then the mixture was stirred at ambient temperature for 2.5 hours and poured into an excess of ice-water. The aqueous layer was separated and washed with dichloromethane 3×100 ml), then the combined organic solutions were washed with satur... The reactants are C(C1=CC=CC=C1)[Mg]Cl (benzylmagnesium chloride), CC=1N(C(=NN1)C(=O)OCC)C1=C(C=CC=C1)C (ethyl 5-methyl-4-(o-tolyl)-4H-1,2,4-triazole-3-carboxylate), [Cl-].N (ammonia chloride). Solvent: C1(=CC=CC=C1)C (toluene). Run at time 1 hour. Product: CC=1N(C(=NN1)C(CC1=CC=CC=C1)=O)C1=C(C=CC=C1)C (1-(5-methyl-4-(o-tolyl)-4H-1,2,4-triazol-3-yl)-2-phenylethanone). RXN SMILES: [CH3:1][C:2]1[N:3]([C:12]2[CH:17]=[CH:16][CH:15]=[CH:14][C:13]=2[CH3:18])[C:4]([C:7]([O:9]CC)=O)=[N:5][N:6]=1.[CH2:19]([Mg]Cl)[C:20]1[CH:25]=[CH:24][CH:23]=[CH:22][CH:21]=1.[Cl-].N>C1(C)C=CC=CC=1>[CH3:1][C:2]1[N:3]([C:12]2[CH:17]=[CH:16][CH:15]=[CH:14][C:13]=2[CH3:18])[C:4]([C:7](=[O:9])[CH2:19][C:20]2[CH:25]=[CH:24][CH:23]=[CH:22][CH:21]=2)=[N:5][N:6]=1 |f:2.3|. Reported procedure: To a solution of 10C (1.0 g, 4.1 mmol) in toluene cooled by an ice bath, benzylmagnesium chloride (2M in THF) (3.0 mL, 6.0 mmol) was added dropwise. After one hour, ammonia chloride solution was added to the mixture and extracted with ethyl acetate (50 mL twice). The organic layer was dried with Na2SO4, filtered and concentrated and used without further purification. MS (m/z) 292 [M+H]+.